Task: describe an organic reaction: reactants, conditions, products, and yield. Dataset: the Open Reaction Database (ORD), a public repository of structured organic reaction records Reactants: CCOC(=O)c1cn2c(-c3nn(C)c(OC(F)F)c3Cl)c(F)cc(Cl)c2n1, CS(C)=O, Cl, [Na+], [OH-]. The product is Cn1nc(-c2c(F)cc(Cl)c3nc(C(=O)O)cn23)c(Cl)c1OC(F)F. As a reaction SMILES: [CH2:1]([CH3:2])[O:3][C:4](=[O:5])[c:6]1[n:7][c:8]2[n:9]([c:10](-[c:16]3[n:17][n:18]([CH3:26])[c:19]([O:22][CH:23]([F:24])[F:25])[c:20]3[Cl:21])[c:11]([F:15])[cH:12][c:13]2[Cl:14])[cH:27]1.[CH3:31][S:32](=[O:33])[CH3:34].[ClH:30].[Na+:29].[OH-:28]>>[O:3]=[C:4]([OH:5])[c:6]1[n:7][c:8]2[n:9]([c:10](-[c:16]3[n:17][n:18]([CH3:26])[c:19]([O:22][CH:23]([F:24])[F:25])[c:20]3[Cl:21])[c:11]([F:15])[cH:12][c:13]2[Cl:14])[cH:27]1. Reactants: C(#N)C(C)(C)C=1C=C(C(=O)NC2=CC(=CC=C2)OC2=C(C3=C(N=C(S3)NC(=O)C3CC3)C=C2)[N+](=O)[O-])C=CC1 (3-(1-cyano-1-methylethyl)-N-[3-({2-[(cyclopropylcarbonyl)amino]-7-nitro-1,3-benzothiazol-6-yl}oxy)phenyl]benzamide), CO (methanol). Reagents/catalysts: [C].[Pd] (palladium-carbon). The solvent is CN1C(CCC1)=O (1-methylpyrrolidin-2-one). Run at time 24 hour. Yields the product NC1=C(C=CC=2N=C(SC21)NC(=O)C2CC2)OC=2C=C(C=CC2)NC(C2=CC(=CC=C2)C(C)(C)C#N)=O (N-[3-({7-amino-2-[(cyclopropylcarbonyl)amino]-1,3-benzothiazol-6-yl}oxy)phenyl]-3-(1-cyano-1-methylethyl)benzamide). The yield is 36.8%. Reaction SMILES: [C:1]([C:3]([C:6]1[CH:7]=[C:8]([CH:37]=[CH:38][CH:39]=1)[C:9]([NH:11][C:12]1[CH:17]=[CH:16][CH:15]=[C:14]([O:18][C:19]2[CH:33]=[CH:32][C:22]3[N:23]=[C:24]([NH:26][C:27]([CH:29]4[CH2:31][CH2:30]4)=[O:28])[S:25][C:21]=3[C:20]=2[N+:34]([O-])=O)[CH:13]=1)=[O:10])([CH3:5])[CH3:4])#[N:2].CO>CN1CCCC1=O.[C].[Pd]>[NH2:34][C:20]1[C:21]2[S:25][C:24]([NH:26][C:27]([CH:29]3[CH2:31][CH2:30]3)=[O:28])=[N:23][C:22]=2[CH:32]=[CH:33][C:19]=1[O:18][C:14]1[CH:13]=[C:12]([NH:11][C:9](=[O:10])[C:8]2[CH:37]=[CH:38][CH:39]=[C:6]([C:3]([C:1]#[N:2])([CH3:5])[CH3:4])[CH:7]=2)[CH:17]=[CH:16][CH:15]=1 |f:3.4|. Reported procedure: To a solution of 3-(1-cyano-1-methylethyl)-N-[3-({2-[(cyclopropylcarbonyl)amino]-7-nitro-1,3-benzothiazol-6-yl}oxy)phenyl]benzamide (2.5 g, 4.62 mmol) produced in Example 37(iii) in 1-methylpyrrolidin-2-one (20 ml)/methanol (50 mL) was added 10% palladium-carbon (250 mg), and the mixture was stirred at room temperature for 24 hr under a hydrogen atmosphere (3 atm). Insoluble material was filtered off, and the filtrate was concentrated under reduced pressure. The obtained residue was diluted with... Reaction SMILES: [CH2:1]([c:2]1[cH:3][cH:4][cH:5][cH:6][cH:7]1)[O:8][c:9]1[c:10]([O:16][CH3:17])[cH:11][c:12]([Br:15])[cH:13][cH:14]1.[CH2:42]1[O:43][CH2:44][CH2:45][CH2:46]1.[CH3:18][CH2:19][CH2:20][CH2:21][Li:22].[n:23]1[c:24]([CH2:29][CH2:30][N:31]2[C:32](=[O:41])[c:33]3[cH:34][cH:35][cH:36][cH:37][c:38]3[C:39]2=[O:40])[cH:25][cH:26][cH:27][cH:28]1>>[CH2:1]([c:2]1[cH:3][cH:4][cH:5][cH:6][cH:7]1)[O:8][c:9]1[c:10]([O:16][CH3:17])[cH:11][c:12]([C:39]2([OH:40])[N:31]([CH2:30][CH2:29][c:24]3[n:23][cH:28][cH:27][cH:26][cH:25]3)[C:32](=[O:41])[c:33]3[cH:34][cH:35][cH:36][cH:37][c:38]32)[cH:13][cH:14]1. Starting materials: COc1cc(Br)ccc1OCc1ccccc1, C1CCOC1, [Li]CCCC, O=C1c2ccccc2C(=O)N1CCc1ccccn1. Yields the product COc1cc(C2(O)c3ccccc3C(=O)N2CCc2ccccn2)ccc1OCc1ccccc1. RXN SMILES: [ClH:1].[CH3:2][N:3]1[CH2:8][CH2:7][C:6]2[N:9]=[C:10]([C:12]([NH:14][C@@H:15]3[CH2:20][CH2:19][CH2:18][CH2:17][C@@H]3N)=[O:13])[S:11][C:5]=2[CH2:4]1.O.O[N:24]1[C:28]2[CH:29]=[CH:30][CH:31]=[CH:32]C=2N=N1.Cl.C[N:35](C)[CH2:36][CH2:37]CN=C=NCC.Cl.C[N:47]([CH3:50])[CH:48]=[O:49]>CO.ClCCl.C(N(CC)CC)C>[ClH:1].[Cl:1][C:31]1[CH:30]=[CH:29][C:28]2[N:24]([CH:37]=[C:36]([C:48]([NH:47][C@@H:50]3[CH2:17][CH2:18][CH2:19][CH2:20][C@@H:15]3[NH:14][C:12]([C:10]3[S:11][C:5]4[CH2:4][N:3]([CH3:2])[CH2:8][CH2:7][C:6]=4[N:9]=3)=[O:13])=[O:49])[N:35]=2)[CH:32]=1 |f:0.1,2.3,4.5,11.12|. Yields the product Cl.ClC=1C=CC=2N(C1)C=C(N2)C(=O)N[C@H]2[C@H](CCCC2)NC(=O)C=2SC=1CN(CCC1N2)C ((±)-cis-N1-[(6-Chloroimidazo[1,2-a]pyridin-2-yl)carbonyl]-N2-[(5-methyl-4,5,6,7-tetrahydrothiazolo-[5,4-c]pyridin-2-yl)carbonyl]-1,2-cyclohexanediamine hydrochloride). Run at time 3 day. Procedure details: Ethyl 6-chloroimidazo[1,2-a]pyridine-2-carboxylate (Japanese Patent Application Laid-Open No. 11-500123 through PCT route) (150 mg) was dissolved in tetrahydrofuran (4 ml), and water (1 ml) and lithium hydroxide (18 mg) were added at room temperature to stir the mixture for 1 hour. The reaction mixture was concentrated under reduced pressure to obtain crude lithium 6-chloroimidazo[1,2-a]pyridine-2-carboxylate. This product was dissolved in N,N-dimethylformamide (4.0 ml), and (±)-cis-N-[(5-methyl... Starting materials: CN(C=O)C (N,N-dimethylformamide), Cl.CN1CC2=C(CC1)N=C(S2)C(=O)N[C@H]2[C@H](CCCC2)N ((±)-cis-N-[(5-methyl-4,5,6,7-tetrahydrothiazolo[5,4-c]pyridin-2-yl)carbonyl]-1,2-cyclohexane-diamine hydrochloride), O.ON1N=NC2=C1C=CC=C2 (1-hydroxybenzotriazole monohydrate), Cl.CN(CCCN=C=NCC)C (1-(3-dimethylaminopropyl)-3-ethylcarbodiimide hydrochloride), Cl (hydrochloric acid). The solvent is C(C)N(CC)CC (triethylamine), CO (methanol), ClCCl (dichloromethane). Starting materials: ClC1=CC(=CC=C1)C(=O)OO (m-chloroperbenzoic acid), C(C)SC=1C(=NC=CC1)C(=O)NC1=NC=C(C=C1)SC(F)(F)F (3-ethylsulfanyl-N-(5-trifluoromethylsulfanylpyridin-2-yl)picolinamide), C([O-])(O)=O.[Na+] (sodium bicarbonate), S(=S)(=O)([O-])[O-].[Na+].[Na+] (sodium thiosulfate). Run in C(Cl)(Cl)Cl (chloroform). Reaction conditions: time 2 hour. The product is C(C)S(=O)(=O)C=1C(=NC=CC1)C(=O)NC1=NC=C(C=C1)SC(F)(F)F (3-ethylsulfonyl-N-(5-trifluoromethylsulfanylpyridin-2-yl)picolinamide). As a reaction SMILES: Cl[C:2]1C=CC=C(C(OO)=O)[CH:3]=1.C(S[C:15]1[C:16]([C:21]([NH:23][C:24]2[CH:29]=[CH:28][C:27]([S:30][C:31]([F:34])([F:33])[F:32])=[CH:26][N:25]=2)=[O:22])=[N:17][CH:18]=[CH:19][CH:20]=1)C.C(=O)(O)[O-].[Na+].[S:40]([O-:44])([O-])(=[O:42])=S.[Na+].[Na+]>C(Cl)(Cl)Cl>[CH2:2]([S:40]([C:15]1[C:16]([C:21]([NH:23][C:24]2[CH:29]=[CH:28][C:27]([S:30][C:31]([F:33])([F:34])[F:32])=[CH:26][N:25]=2)=[O:22])=[N:17][CH:18]=[CH:19][CH:20]=1)(=[O:44])=[O:42])[CH3:3] |f:2.3,4.5.6|. Procedure details: 0.24 g of m-chloroperbenzoic acid (purity of 68%) was added to a mixture of 0.18 g of 3-ethylsulfanyl-N-(5-trifluoromethylsulfanylpyridin-2-yl)picolinamide (Compound of Present Invention 48) and 5 mL of chloroform under ice cooling, and the mixture was stirred at room temperature for 2 hours. A saturated aqueous sodium bicarbonate solution and a saturated aqueous sodium thiosulfate solution were poured to the reaction mixture, and the mixture was extracted with ethyl acetate. The organic layer w... Starting materials: [BH4-].[Na+] (Sodium borohydride), [Br-].C(C1=CC=CC=C1)[N+]1=C2C(=C(C=C1)C)C=1C=CC=CC1C2 (1-benzyl-4-methyl-9H-indeno[2,1-b]pyridinium bromide). Run in C(C)O (ethanol). Reaction conditions: temperature 60 celsius, time 2 hour. Yields the product C(C1=CC=CC=C1)N1C2C(=C(CC1)C)C=1C=CC=CC1C2 (1-benzyl-4-methyl-2,3,9,9a-tetrahydro-1H-indeno[2,1-b]pyridine). Reaction SMILES: [BH4-].[Na+].[Br-].[CH2:4]([N+:11]1[CH:16]=[CH:15][C:14]([CH3:17])=[C:13]2[C:18]3[CH:19]=[CH:20][CH:21]=[CH:22][C:23]=3[CH2:24][C:12]=12)[C:5]1[CH:10]=[CH:9][CH:8]=[CH:7][CH:6]=1>C(O)C>[CH2:4]([N:11]1[CH2:16][CH2:15][C:14]([CH3:17])=[C:13]2[C:18]3[CH:19]=[CH:20][CH:21]=[CH:22][C:23]=3[CH2:24][CH:12]12)[C:5]1[CH:6]=[CH:7][CH:8]=[CH:9][CH:10]=1 |f:0.1,2.3|. Procedure details: Sodium borohydride (0.15 g) is added to a suspension of 1-benzyl-4-methyl-9H-indeno[2,1-b]pyridinium bromide (0.92 g) in ethanol (10 mL) chilled in an ice bath. The cooling bath is removed and the mixture is stirred at room temperature for 1 h and at 60° C. for 2 h. More sodium borohydride (0.18 g) is added and stirring is continued at reflux temperature for 4 h. After the addition of another portion of sodium borohydride (0.10 g), the mixture is stirred at reflux temperature overnight. After co...